Dataset: the Open Reaction Database (ORD), a public repository of structured organic reaction records. Task: describe an organic reaction: reactants, conditions, products, and yield Reactants: OC=1C=CC(=NC1)CC1(CCCCC1)O (5-hydroxy-2-[(1-hydroxycyclohexyl)methyl]pyridine), S(O)(O)(=O)=O (sulfuric acid), C(O)([O-])=O.[Na+] (sodium hydrogen carbonate), ice. Solvent: C(C)(=O)O (acetic acid). Product: C(C1=CC=CC=C1)C1=NC=C(C=C1)O (2-benzyl-5-hydroxypyridine). Yield: 45.8%. Reaction SMILES: [OH:1][C:2]1[CH:3]=[CH:4][C:5]([CH2:8][C:9]2(O)[CH2:14][CH2:13][CH2:12][CH2:11][CH2:10]2)=[N:6][CH:7]=1.S(=O)(=O)(O)O.C(=O)([O-])O.[Na+]>C(O)(=O)C>[CH2:8]([C:5]1[CH:4]=[CH:3][C:2]([OH:1])=[CH:7][N:6]=1)[C:9]1[CH:10]=[CH:11][CH:12]=[CH:13][CH:14]=1 |f:2.3|. Procedure details: A solution of 5-hydroxy-2-[(1-hydroxycyclohexyl)methyl]pyridine (1 g) in acetic acid (15 ml) containing sulfuric acid (5 ml) was heated to reflux for 1 hour. After cooling to room temperature, the reaction mixture was poured on an ice, basified with 10% aqueous sodium hydrogen carbonate, and extracted with ether. The combined ether extracts were washed with aqueous saturated sodium chloride, dried over magnesium sulfate, filtered, and concentrated. The residue was washed with isopropylalcohol to... Starting materials: ClCCl, CS(=O)(=O)O, CC#N, c1ccc2c(c1)CC1OC21, O. Product: NC1c2ccccc2CC1O. RXN SMILES: [CH2:20]([Cl:21])[Cl:22].[CH3:11][S:12](=[O:13])(=[O:14])[OH:15].[CH3:17][C:18]#[N:19].[CH:1]12[CH:2]([CH2:3][c:4]3[cH:5][cH:6][cH:7][cH:8][c:9]31)[O:10]2.[OH2:16]>>[CH:1]1([NH2:19])[CH:2]([OH:10])[CH2:3][c:4]2[cH:5][cH:6][cH:7][cH:8][c:9]21. Starting materials: Cc1cccc(C(=O)O)c1, CCN=C=NCCCN(C)C, COc1ccc(C2(O)CCC(N3CC(NC(=O)CN)C3)CC2)cn1. Yields the product COc1ccc(C2(O)CCC(N3CC(NC(=O)CNC(=O)c4cccc(C)c4)C3)CC2)cn1. Reaction SMILES: [CH3:25][c:26]1[cH:27][cH:28][cH:29][c:30]([C:32]([OH:33])=[O:34])[cH:31]1.[CH3:35][CH2:36][N:37]=[C:38]=[N:39][CH2:40][CH2:41][CH2:42][N:43]([CH3:44])[CH3:45].[NH2:1][CH2:2][C:3](=[O:4])[NH:5][CH:6]1[CH2:7][N:8]([CH:10]2[CH2:11][CH2:12][C:13]([c:16]3[cH:17][n:18][c:19]([O:22][CH3:23])[cH:20][cH:21]3)([OH:24])[CH2:14][CH2:15]2)[CH2:9]1>>[NH:1]([CH2:2][C:3](=[O:4])[NH:5][CH:6]1[CH2:7][N:8]([CH:10]2[CH2:11][CH2:12][C:13]([c:16]3[cH:17][n:18][c:19]([O:22][CH3:23])[cH:20][cH:21]3)([OH:24])[CH2:14][CH2:15]2)[CH2:9]1)[C:32]([c:30]1[cH:29][cH:28][cH:27][c:26]([CH3:25])[cH:31]1)=[O:33]. The reactants are CCOCc1cc(NCCN2CCCC2)c(C)c(NC(=O)c2ccc3c(=O)[nH]nc(Cl)c3c2)c1, CO, O=CO, Cl. Product: CCOCc1cc(NCCN2CCCC2)c(C)c(NC(=O)c2ccc3c(=O)[nH]ncc3c2)c1. RXN SMILES: [CH2:4]([CH3:5])[O:6][CH2:7][c:8]1[cH:9][c:10]([NH:30][CH2:31][CH2:32][N:33]2[CH2:34][CH2:35][CH2:36][CH2:37]2)[c:11]([CH3:29])[c:12]([NH:14][C:15](=[O:16])[c:17]2[cH:18][c:19]3[c:20]([Cl:28])[n:21][nH:22][c:23](=[O:27])[c:24]3[cH:25][cH:26]2)[cH:13]1.[CH3:39][OH:40].[CH:1]([OH:2])=[O:3].[ClH:38]>>[CH2:4]([CH3:5])[O:6][CH2:7][c:8]1[cH:9][c:10]([NH:30][CH2:31][CH2:32][N:33]2[CH2:34][CH2:35][CH2:36][CH2:37]2)[c:11]([CH3:29])[c:12]([NH:14][C:15](=[O:16])[c:17]2[cH:18][c:19]3[cH:20][n:21][nH:22][c:23](=[O:27])[c:24]3[cH:25][cH:26]2)[cH:13]1. Reactants: C(=O)(O)C=1C=C2CC(C(OC2=CC1)(C)C)=O (6-carboxy-2,2-dimethyl-3-chromanone), Cl.NO (hydroxylamine hydrochloride). The solvent is C(C)O (ethanol), N1=CC=CC=C1 (pyridine). Run at temperature 80 celsius, time 6 hour. The product is C(=O)(O)C=1C=C2C(CC(OC2=CC1)(C)C)=NO (6-Carboxy-2,2-dimethyl-4-chromanone Oxime). RXN SMILES: [C:1]([C:4]1[CH:5]=[C:6]2[C:11](=[CH:12][CH:13]=1)[O:10][C:9]([CH3:15])([CH3:14])[C:8](=O)[CH2:7]2)([OH:3])=[O:2].Cl.[NH2:18][OH:19]>C(O)C.N1C=CC=CC=1>[C:1]([C:4]1[CH:5]=[C:6]2[C:11](=[CH:12][CH:13]=1)[O:10][C:9]([CH3:15])([CH3:14])[CH2:8][C:7]2=[N:18][OH:19])([OH:3])=[O:2] |f:1.2|. Reported procedure: 14.9 g of 6-carboxy-2,2-dimethyl-3-chromanone are dissolved in 100 ml of ethanol and 100 ml of pyridine, and after addition of 5.16 g of hydroxylamine hydrochloride the mixture is heated at 80° C. with stirring for 6 hours. The solvent is distilled off on a rotary evaporator. The residue is treated with water and adjusted to pH<1 using conc. hydrochloric acid, and the colorless crystals are filtered off. Reactants: intermediate 9, C([O-])([O-])=O.[Na+].[Na+] (sodium carbonate), BrC1=CC=NC=C1 (4-bromo pyridine), BrC1=CC=C(C=C1)B(O)O ((4-bromophenyl) boronic acid). Reagents/catalysts: C=1C=CC(=CC1)[P](C=2C=CC=CC2)(C=3C=CC=CC3)[Pd]([P](C=4C=CC=CC4)(C=5C=CC=CC5)C=6C=CC=CC6)([P](C=7C=CC=CC7)(C=8C=CC=CC8)C=9C=CC=CC9)[P](C=1C=CC=CC1)(C=1C=CC=CC1)C=1C=CC=CC1 (Pd(PPh3)4). Run in C1(=CC=CC=C1)C.C(C)O.O (toluene ethanol water). The product is BrC1=CC=C(C=C1)C1=CC=NC=C1 (4-(4-bromophenyl)pyridine). Yield: 111.4%. As a reaction SMILES: Br[C:2]1[CH:7]=[CH:6][N:5]=[CH:4][CH:3]=1.[Br:8][C:9]1[CH:14]=[CH:13][C:12](B(O)O)=[CH:11][CH:10]=1.C(=O)([O-])[O-].[Na+].[Na+]>C1C=CC([P]([Pd]([P](C2C=CC=CC=2)(C2C=CC=CC=2)C2C=CC=CC=2)([P](C2C=CC=CC=2)(C2C=CC=CC=2)C2C=CC=CC=2)[P](C2C=CC=CC=2)(C2C=CC=CC=2)C2C=CC=CC=2)(C2C=CC=CC=2)C2C=CC=CC=2)=CC=1.C1(C)C=CC=CC=1.C(O)C.O>[Br:8][C:9]1[CH:14]=[CH:13][C:12]([C:2]2[CH:7]=[CH:6][N:5]=[CH:4][CH:3]=2)=[CH:11][CH:10]=1 |f:2.3.4,6.7.8,^1:27,29,48,67|. Procedure: Using similar reaction conditions as described in step i of intermediate 9, 4-bromo pyridine (2 g, 8.44 mmol) was coupled with (4-bromophenyl) boronic acid (1 g, 9.2 mmol) in sodium carbonate (3.57 g, 33.7 mmol), Pd(PPh3)4 (487 mg, 0.422 mmol) and toluene/ethanol/water (50/50/20 ml) to afford 2.2 g of the crude product which was taken as such for next reaction. LCMS: 235.9 m/z=(M+2). The reactants are C(C)(C)(C)C=1C=C(C=C(C1O)C(C)(C)C)S (3,5-di-t-butyl-4-hydroxythiophenol), CCOC(=O)/N=N/C(=O)OCC (diethylazodicarboxylate). Run in O1CCOCC1 (p-dioxane). Conditions: time 2 hour. The product is C(C)(C)(C)C=1C=C(C=C(C1O)C(C)(C)C)S (3,5-di-t-butyl-4-hydroxythiophenol), N(=NC(=O)OCC)C(=O)OCC (diethyl azodicarboxylate). RXN SMILES: [C:1]([C:5]1[CH:6]=[C:7]([SH:16])[CH:8]=[C:9]([C:12]([CH3:15])([CH3:14])[CH3:13])[C:10]=1[OH:11])([CH3:4])([CH3:3])[CH3:2].[CH3:17][CH2:18][O:19][C:20](/[N:22]=[N:23]/[C:24]([O:26][CH2:27][CH3:28])=[O:25])=[O:21]>O1CCOCC1>[C:1]([C:5]1[CH:6]=[C:7]([SH:16])[CH:8]=[C:9]([C:12]([CH3:15])([CH3:14])[CH3:13])[C:10]=1[OH:11])([CH3:4])([CH3:3])[CH3:2].[N:22]([C:20]([O:19][CH2:18][CH3:17])=[O:21])=[N:23][C:24]([O:26][CH2:27][CH3:28])=[O:25]. Reported procedure: Combine 3,5-di-t-butyl-4-hydroxythiophenol (751mg), diethylazodicarboxylate (496μL, 3.15mmol) and p-dioxane (5mL). Place under an argon atmosphere and stir for 2 hours to give a complex of 3,5-di-t-butyl-4-hydroxythiophenol and diethyl azodicarboxylate.